This data is from the Open Reaction Database (ORD), a public repository of structured organic reaction records. The task is: describe an organic reaction: reactants, conditions, products, and yield The reactants are C(C1=CC=CC=C1)N1CC(CC1)C1=CC(=C(C=C1)[N+](=O)[O-])F (1-Benzyl-3-(3-fluoro-4-nitro-phenyl)-pyrrolidine), [Sn](Cl)Cl (tin dichloride). Solvent: CO (methanol). Product: C(C1=CC=CC=C1)N1CC(CC1)C1=CC(=C(C=C1)N)F (4-(1-Benzyl-pyrrolidin-3-yl)-2-fluoro-phenylamine). The yield is 80.9%. As a reaction SMILES: [CH2:1]([N:8]1[CH2:12][CH2:11][CH:10]([C:13]2[CH:18]=[CH:17][C:16]([N+:19]([O-])=O)=[C:15]([F:22])[CH:14]=2)[CH2:9]1)[C:2]1[CH:7]=[CH:6][CH:5]=[CH:4][CH:3]=1.[Sn](Cl)Cl>CO>[CH2:1]([N:8]1[CH2:12][CH2:11][CH:10]([C:13]2[CH:18]=[CH:17][C:16]([NH2:19])=[C:15]([F:22])[CH:14]=2)[CH2:9]1)[C:2]1[CH:3]=[CH:4][CH:5]=[CH:6][CH:7]=1. Reported procedure: 1-Benzyl-3-(3-fluoro-4-nitro-phenyl)-pyrrolidine (550 mg, 1.83 mmol) was dissolved in methanol (30 ml), tin dichloride (3.125 g, 16.48 mmol) was added, and the reaction mixture stirred at reflux for 2 h. The methanol was evaporated, 1 N sodium hydroxide (60 ml) and ethyl acetate were added and stirring continued. The tin salts were filtered off, the organic phase was separated, dried over magnesium sulfate, filtered, and the solvent evaporated under reduced pressure to yield an oil (400 mg). Starting materials: COC1=CC(=C2CCOC(C2=C1)C=1NCCN1)C (2-(7-Methoxy-5-methylisochroman-1-yl)-4,5-dihydro-1H-imidazole), Br (hydrobromic acid). The product is Br.N1C(=NCC1)C1OCCC2=C(C=C(C=C12)O)C (1-(4,5-Dihydro-1H-imidazol-2-yl)-5-methylisochroman-7-ol, hydrobromide). Reaction SMILES: C[O:2][C:3]1[CH:12]=[C:11]2[C:6]([CH2:7][CH2:8][O:9][CH:10]2[C:13]2[NH:14][CH2:15][CH2:16][N:17]=2)=[C:5]([CH3:18])[CH:4]=1.[BrH:19]>>[BrH:19].[NH:17]1[CH2:16][CH2:15][N:14]=[C:13]1[CH:10]1[C:11]2[C:6](=[C:5]([CH3:18])[CH:4]=[C:3]([OH:2])[CH:12]=2)[CH2:7][CH2:8][O:9]1 |f:2.3|. Reported procedure: 2-(7-Methoxy-5-methylisochroman-1-yl)-4,5-dihydro-1H-imidazole (example 61, 100 mg) was dissolved in hydrobromic acid (1.5 mL, 47 w-% in water) and mixture was heated to reflux. After 5.5 hours mixture was cooled down to room temperature. Solvents were evaporated and the evaporation residue was triturated with ethanol to afford the title compound. (Yield 27 mg). The reactants are CCc1cc2c(nc1OC)CCN(C(=O)C(F)(F)F)CC2C, CO, [K+], [K+], O=C([O-])[O-], O. Yields the product CCc1cc2c(nc1OC)CCNCC2C. Reaction SMILES: [CH2:1]([CH3:2])[c:3]1[cH:4][c:5]2[c:6]([n:19][c:20]1[O:21][CH3:22])[CH2:7][CH2:8][N:9]([C:13](=[O:14])[C:15]([F:16])([F:17])[F:18])[CH2:10][CH:11]2[CH3:12].[CH3:29][OH:30].[K+:23].[K+:24].[O-:25][C:26]([O-:27])=[O:28].[OH2:31]>>[CH2:1]([CH3:2])[c:3]1[cH:4][c:5]2[c:6]([n:19][c:20]1[O:21][CH3:22])[CH2:7][CH2:8][NH:9][CH2:10][CH:11]2[CH3:12]. Starting materials: BrC=1C(=NC(=NC1)NC1=NN=C(N1)S(=O)C)N[C@@H](CO)C(C)C ((R)-2-[5-bromo-2-(5-methanesulfinyl-4H-[1,2,4]triazol-3-ylamino)-pyrimidin-4-ylamino]-3-methyl-butan-1-ol), OOS(=O)[O-].[K+] (oxone). Run in CO.O (MeOH water), O (water). The product is BrC=1C(=NC(=NC1)NC1=NN=C(N1)S(=O)(=O)C)N[C@@H](CO)C(C)C ((R)-2-[5-bromo-2-(5-methanesulfonyl-4H-[1,2,4]triazol-3-ylamino)-pyrimidin-4-ylamino]-3-methyl-butan-1-ol). Reaction SMILES: [Br:1][C:2]1[C:3]([NH:17][C@H:18]([CH:21]([CH3:23])[CH3:22])[CH2:19][OH:20])=[N:4][C:5]([NH:8][C:9]2[NH:13][C:12]([S:14]([CH3:16])=[O:15])=[N:11][N:10]=2)=[N:6][CH:7]=1.[OH:24]OS([O-])=O.[K+]>CO.O.O>[Br:1][C:2]1[C:3]([NH:17][C@H:18]([CH:21]([CH3:23])[CH3:22])[CH2:19][OH:20])=[N:4][C:5]([NH:8][C:9]2[NH:13][C:12]([S:14]([CH3:16])(=[O:24])=[O:15])=[N:11][N:10]=2)=[N:6][CH:7]=1 |f:1.2,3.4|. Procedure details: 35 mg (0.086 mmol) of (R)-2-[5-bromo-2-(5-methanesulfinyl-4H-[1,2,4]triazol-3-ylamino)-pyrimidin-4-ylamino]-3-methyl-butan-1-ol is dissolved in 4 ml of MeOH/water (4:1) and stirred with 25 mg of oxone (0.25 mmol) at room temperature. The batch is diluted with water and extracted with ethyl acetate. The organic phase is concentrated by evaporation, and the residue is digested with ethyl acetate. 19 mg (0.045 mmol, 52% of theory) of the product (R)-2-[5-bromo-2-(5-methanesulfonyl-4H-[1,2,4]triazol... Reactants: C (Charcoal), [OH-].[Na+] (Sodium hydroxide), BrC=1N(C(=NN1)SCC(=O)NC1=C(C=C(C=C1)S(N)(=O)=O)Cl)C1=CC=C(C2=CC=CC=C12)C1CC1 (2-(5-bromo-4-(4-cyclopropylnaphthalen-1-yl)-4H-1,2,4-triazol-3-ylthio)-N-(2-chloro-4-sulfamoylphenyl)acetamide). The solvent is C(C)O (ethanol). Reaction conditions: time 12 hour. The product is BrC=1N(C(=NN1)SCC(=O)O)C1=CC=C(C2=CC=CC=C12)C1CC1 (2-(5-bromo-4-(4-cyclopropylnaphthalen-1-yl)-4H-1,2,4-triazol-3-ylthio)acetic acid), solid. The yield is 82.0%. Reaction SMILES: [OH-:1].[Na+].[Br:3][C:4]1[N:5]([C:25]2[C:34]3[C:29](=[CH:30][CH:31]=[CH:32][CH:33]=3)[C:28]([CH:35]3[CH2:37][CH2:36]3)=[CH:27][CH:26]=2)[C:6]([S:9][CH2:10][C:11](NC2C=CC(S(=O)(=O)N)=CC=2Cl)=[O:12])=[N:7][N:8]=1.C>C(O)C>[Br:3][C:4]1[N:5]([C:25]2[C:34]3[C:29](=[CH:30][CH:31]=[CH:32][CH:33]=3)[C:28]([CH:35]3[CH2:37][CH2:36]3)=[CH:27][CH:26]=2)[C:6]([S:9][CH2:10][C:11]([OH:1])=[O:12])=[N:7][N:8]=1 |f:0.1|. Procedure: Sodium hydroxide solution (2M aqueous, 33.7 mL, 67 mmol, 2 eq) was added to a suspension of 2-(5-bromo-4-(4-cyclopropylnaphthalen-1-yl)-4H-1,2,4-triazol-3-ylthio)-N-(2-chloro-4-sulfamoylphenyl)acetamide (prepared by previously published procedures, see US 2009/0197825; 20 g, 34 mmol) in ethanol (200 mL) and the mixture heated at reflux for 4 hours. Charcoal (10 g) was added, the mixture stirred at room temperature for 12 hours and the charcoal removed by filtration. The charcoal was washed sever... Starting materials: ClCCCC#N (4-chlorobutyronitrile), CC1CNCCC1 (3-methylpiperidine), 2h. Solvent: C1=CC=CC=C1 (benzene). Run at time 25 minute. The product is CC1CN(CCC1)CCCC#N (4-(3-methylpiperidino)-butyronitrile). The yield is 70.3%. RXN SMILES: [CH3:1][CH:2]1[CH2:7][CH2:6][CH2:5][NH:4][CH2:3]1.Cl[CH2:9][CH2:10][CH2:11][C:12]#[N:13]>C1C=CC=CC=1>[CH3:1][CH:2]1[CH2:7][CH2:6][CH2:5][N:4]([CH2:9][CH2:10][CH2:11][C:12]#[N:13])[CH2:3]1. Procedure: In a solution under reflux of 58.6 ml (0.50 mole) of 3-methylpiperidine in 65 ml of benzene, were run in 25 minutes 27.2 g (0.25 mole) of 4-chlorobutyronitrile Reflux was continued for 2h, the precipitate was removed by filtration and the filtrate brought to dryness under reduced pressure. The residue from the evaporation was purified by distillation under reduced pressure to give 29.2 g (yields=70.3%) of 4-(3-methylpiperidino)-butyronitrile which was in the form of a colourless oil. Boiling poi...